From a dataset of the Open Reaction Database (ORD), a public repository of structured organic reaction records. describe an organic reaction: reactants, conditions, products, and yield Run at temperature 25 celsius, time 12 hour. Procedure details: An intermediate compound was prepared by the same method described in Example 6 except that 2-methoxymethoxy-5-methylbenzaldehyde (1.3 g) synthesized in the above-described Synthesis Example 3 was used instead of 2,6-dimethylbenzaldehyde (0.65 g). A 6 N hydrochloric acid solution (1 mL) was added to a tetrahydrofuran solution (30 mL) of the intermediate compound, and the mixture was stirred at 25° C. for 12 hours. After confirmation of the degree of reaction progress by TLC, the reaction was que... Yield: 211.5%. Starting materials: COCOC1=C(C=O)C=C(C=C1)C (2-methoxymethoxy-5-methylbenzaldehyde), CC1=C(C=O)C(=CC=C1)C (2,6-dimethylbenzaldehyde), Cl (hydrochloric acid). As a reaction SMILES: COC[O:4][C:5]1[CH:12]=[CH:11][C:10]([CH3:13])=[CH:9][C:6]=1[CH:7]=[O:8].C[C:15]1[CH:22]=[CH:21][CH:20]=[C:19](C)[C:16]=1[CH:17]=O.Cl>O1CCCC1>[C:5]1([C:17]([C:16]2[CH:15]=[CH:22][CH:21]=[CH:20][CH:19]=2)=[CH:17][C:16]2[CH:19]=[CH:20][C:21]([C:7]([C:6]3[CH:9]=[C:10]([CH3:13])[CH:11]=[CH:12][C:5]=3[OH:4])=[O:8])=[CH:22][CH:15]=2)[CH:12]=[CH:11][CH:10]=[CH:9][CH:6]=1. The product is C1(=CC=CC=C1)C(=CC1=CC=C(C=C1)C(=O)C1=C(C=CC(=C1)C)O)C1=CC=CC=C1 ([4-(2,2-diphenylvinyl)phenyl]-(2-hydroxy-5-methylphenyl)methanone). The solvent is O1CCCC1 (tetrahydrofuran). The reactants are CCOCCO, COc1cc2ncc(C#N)c(Cl)c2cc1OC, Cl, Cc1ccc(N)c(O)c1, c1ccncc1. Yields the product COc1cc2ncc(C#N)c(Nc3ccc(C)cc3O)c2cc1OC. As a reaction SMILES: [CH3:34][CH2:35][O:36][CH2:37][CH2:38][OH:39].[Cl:1][c:2]1[c:3]([C:16]#[N:17])[cH:4][n:5][c:6]2[cH:7][c:8]([O:14][CH3:15])[c:9]([O:12][CH3:13])[cH:10][c:11]12.[ClH:18].[NH2:25][c:26]1[cH:27][cH:28][c:29]([CH3:33])[cH:30][c:31]1[OH:32].[n:19]1[cH:20][cH:21][cH:22][cH:23][cH:24]1>>[c:2]1([NH:25][c:26]2[cH:27][cH:28][c:29]([CH3:33])[cH:30][c:31]2[OH:32])[c:3]([C:16]#[N:17])[cH:4][n:5][c:6]2[cH:7][c:8]([O:14][CH3:15])[c:9]([O:12][CH3:13])[cH:10][c:11]12. Reactants: NC1=C(C=C(C=C1C(F)(F)F)C[C@H](C(=O)N1CCN(CC1)C1CCN(CC1)CC(=O)OCC)OC(=O)N1CCC(CC1)N1C(NC2=C(CC1)C=CC=C2)=O)Cl (ethyl 4-[4-[(2R)-3-[4-amino-3-chloro-5-(trifluoromethyl)phenyl]-1-oxo-2-[[[4-(1,2,4,5-tetrahydro-2-oxo-3H-1,3-benzodiazepin-3-yl)-1-piperidinyl]carbonyl]oxy]propyl]-1-piperazinyl]-piperidine-1-acetate), Br (hydrobromic acid). Solvent: C(C)(C)O (isopropanol). Conditions: temperature 100 celsius. Yields the product Br.NC1=C(C=C(C=C1C(F)(F)F)C[C@H](C(=O)N1CCN(CC1)C1CCN(CC1)CC(=O)OCC)OC(=O)N1CCC(CC1)N1C(NC2=C(CC1)C=CC=C2)=O)Cl (Ethyl 4-[4-[(2R)-3-[4-amino-3-chloro-5-(trifluoromethyl)phenyl]-1-oxo-2-[[[4-(1,2,4,5-tetrahydro-2-oxo-3H-1,3-benzodiazepin-3-yl)-1-piperidinyl]carbonyl]oxy]-propyl]-1-piperazinyl]-piperidine-1-acetate Hydrobromide). RXN SMILES: [NH2:1][C:2]1[C:7]([C:8]([F:11])([F:10])[F:9])=[CH:6][C:5]([CH2:12][C@@H:13]([O:34][C:35]([N:37]2[CH2:42][CH2:41][CH:40]([N:43]3[CH2:49][CH2:48][C:47]4[CH:50]=[CH:51][CH:52]=[CH:53][C:46]=4[NH:45][C:44]3=[O:54])[CH2:39][CH2:38]2)=[O:36])[C:14]([N:16]2[CH2:21][CH2:20][N:19]([CH:22]3[CH2:27][CH2:26][N:25]([CH2:28][C:29]([O:31][CH2:32][CH3:33])=[O:30])[CH2:24][CH2:23]3)[CH2:18][CH2:17]2)=[O:15])=[CH:4][C:3]=1[Cl:55].[BrH:56]>C(O)(C)C>[BrH:56].[NH2:1][C:2]1[C:7]([C:8]([F:9])([F:11])[F:10])=[CH:6][C:5]([CH2:12][C@@H:13]([O:34][C:35]([N:37]2[CH2:38][CH2:39][CH:40]([N:43]3[CH2:49][CH2:48][C:47]4[CH:50]=[CH:51][CH:52]=[CH:53][C:46]=4[NH:45][C:44]3=[O:54])[CH2:41][CH2:42]2)=[O:36])[C:14]([N:16]2[CH2:17][CH2:18][N:19]([CH:22]3[CH2:23][CH2:24][N:25]([CH2:28][C:29]([O:31][CH2:32][CH3:33])=[O:30])[CH2:26][CH2:27]3)[CH2:20][CH2:21]2)=[O:15])=[CH:4][C:3]=1[Cl:55] |f:3.4|. Procedure: 300 mg ethyl 4-[4-[(2R)-3-[4-amino-3-chloro-5-(trifluoromethyl)phenyl]-1-oxo-2-[[[4-(1,2,4,5-tetrahydro-2-oxo-3H-1,3-benzodiazepin-3-yl)-1-piperidinyl]carbonyl]oxy]propyl]-1-piperazinyl]-piperidine-1-acetate (0.379 mmol) of are dissolved in 3 ml isopropanol at ambient temperature and combined with 75.4 μL hydrobromic acid (30% in glacial acetic acid, 0.379 mmol), whereupon a sticky precipitate is immediately formed. The suspension is heated to 100° C., whereupon the precipitate formed goes back ... The reactants are S1C=C(C=C1)C(=O)Cl (Thiophene-3-carbonyl chloride), C(C)NCC (diethylamine). Run in C(Cl)Cl (methylene chloride), C(Cl)Cl (methylene chloride). Run at time 4 hour. Yields the product C(C)N(C(=O)C1=CSC=C1)CC (N,N-diethylthiophene-3-carboxamide). The yield is 91.0%. RXN SMILES: [S:1]1[CH:5]=[CH:4][C:3]([C:6](Cl)=[O:7])=[CH:2]1.[CH2:9]([NH:11][CH2:12][CH3:13])[CH3:10]>C(Cl)Cl>[CH2:9]([N:11]([CH2:12][CH3:13])[C:6]([C:3]1[CH:4]=[CH:5][S:1][CH:2]=1)=[O:7])[CH3:10]. Procedure details: Thiophene-3-carbonyl chloride was dissolved in methylene chloride (100 mL) and added to a mixture of diethylamine (43.8 g, 0.6 mol) and methylene chloride (100 mL) placed in an ice bath. Following the addition, the ice bath was removed and the resulting reaction mixture stirred at room temperature over a period of 4 h. The reaction mixture was washed several times with water and the organic layer dried over anhydrous magnesium sulfate and concentrated. Vacuum distillation of the crude residue af... Reactants: C=C(C)C(=O)Cl, ClCCl, NCc1cncc(-c2cccnc2)c1. The product is C=C(C)C(=O)NCc1cncc(-c2cccnc2)c1. RXN SMILES: [C:15]([C:16](=[CH2:17])[CH3:18])(=[O:19])[Cl:20].[Cl:21][CH2:22][Cl:23].[n:1]1[cH:2][c:3](-[c:9]2[cH:10][n:11][cH:12][cH:13][cH:14]2)[cH:4][c:5]([CH2:7][NH2:8])[cH:6]1>>[n:1]1[cH:2][c:3](-[c:9]2[cH:10][n:11][cH:12][cH:13][cH:14]2)[cH:4][c:5]([CH2:7][NH:8][C:15]([C:16](=[CH2:17])[CH3:18])=[O:19])[cH:6]1. Reactants: C(C)(C)(C)OC(=O)NCC1=CC(=NC=C1)CN (4-(t-butyloxycarbonylaminomethyl)-2-aminomethyl-pyridine), CN1CCOCC1 (NMM), ClC(=O)OCC1=CC=CC=C1 (benzyl chloroformate). Reagents/catalysts: CN(C)C=1C=CN=CC1 (4-DMAP). Solvent: C(Cl)Cl (methylene chloride), C(Cl)Cl (methylene chloride). Run at time 8 hour. The product is C(C)(C)(C)OC(=O)NCC1=CC(=NC=C1)CNC(=O)OCC1=CC=CC=C1 (4-(t-butyloxycarbonylaminomethyl)-2-(benzyloxycarbonylaminomethyl)-pyridine). Yield: 86.4%. As a reaction SMILES: [C:1]([O:5][C:6]([NH:8][CH2:9][C:10]1[CH:15]=[CH:14][N:13]=[C:12]([CH2:16][NH2:17])[CH:11]=1)=[O:7])([CH3:4])([CH3:3])[CH3:2].CN1CCOCC1.Cl[C:26]([O:28][CH2:29][C:30]1[CH:35]=[CH:34][CH:33]=[CH:32][CH:31]=1)=[O:27]>CN(C1C=CN=CC=1)C.C(Cl)Cl>[C:1]([O:5][C:6]([NH:8][CH2:9][C:10]1[CH:15]=[CH:14][N:13]=[C:12]([CH2:16][NH:17][C:26]([O:28][CH2:29][C:30]2[CH:35]=[CH:34][CH:33]=[CH:32][CH:31]=2)=[O:27])[CH:11]=1)=[O:7])([CH3:4])([CH3:2])[CH3:3]. Procedure: A mixture of 4-(t-butyloxycarbonylaminomethyl)-2-aminomethyl-pyridine(600 mg, 2.63 mmol), NMM (341 ml, 3.03 mmol), 4-DMAP (920 mg, 0.16 mmol) and benzyl chloroformate (433 ml, 3.30 mmol) in methylene chloride (15 ml) was stirred at room temperature overnight. The mixture was diluted with methylene chloride (50 ml) and then washed with water and saturated sodium bicarbonate. The organic layer was dried over sodium sulfate, filtered and evaporated in vacuo to give an oil. The crude product was pur...